Dataset: the Open Reaction Database (ORD), a public repository of structured organic reaction records. Task: describe an organic reaction: reactants, conditions, products, and yield The reactants are CS(=O)(=O)Cl, CC(C)OC(C)C, ClCCl, O=C(NC1CCNCC1)c1ccc(F)cc1, O, c1ccncc1. Product: CS(=O)(=O)N1CCC(NC(=O)c2ccc(F)cc2)CC1. Reaction SMILES: [CH3:23][S:24]([Cl:25])(=[O:26])=[O:27].[CH:28]([O:29][CH:30]([CH3:31])[CH3:32])([CH3:33])[CH3:34].[Cl:35][CH2:36][Cl:37].[F:1][c:2]1[cH:3][cH:4][c:5]([C:6](=[O:7])[NH:8][CH:9]2[CH2:10][CH2:11][NH:12][CH2:13][CH2:14]2)[cH:15][cH:16]1.[OH2:38].[cH:17]1[cH:18][cH:19][n:20][cH:21][cH:22]1>>[F:1][c:2]1[cH:3][cH:4][c:5]([C:6](=[O:7])[NH:8][CH:9]2[CH2:10][CH2:11][N:12]([S:24]([CH3:23])(=[O:26])=[O:27])[CH2:13][CH2:14]2)[cH:15][cH:16]1. Reactants: [OH-].[Na+] (sodium hydroxide), BrC1=NC=CC=C1 (2-bromopyridine), C1(=CC=CC=C1)P(C1=CC=CC=C1)C1=CC=CC=C1 (triphenylphosphine), alcohol. Reagents/catalysts: C(C)(=O)[O-].[Pd+2].C(C)(=O)[O-] (palladium (II) acetate), [Cu]I (copper (I) iodide). Run in C(C)N(CC)CC (triethylamine). Conditions: time 5 minute. Yields the product N1=C(C=CC=C1)C#CCO (3-(2-Pyridyl)-2-propyn-1-ol). RXN SMILES: Br[C:2]1[CH:7]=[CH:6][CH:5]=[CH:4][N:3]=1.[C:8]1(P(C2C=CC=CC=2)C2C=CC=CC=2)[CH:13]=CC=C[CH:9]=1.[OH-:27].[Na+]>C(N(CC)CC)C.C([O-])(=O)C.[Pd+2].C([O-])(=O)C.[Cu]I>[N:3]1[CH:4]=[CH:5][CH:6]=[CH:7][C:2]=1[C:9]#[C:8][CH2:13][OH:27] |f:2.3,5.6.7|. Procedure details: A mixture of 2-bromopyridine (5 g, 31.6 mmol), palladium (II) acetate (5 mg), copper (I) iodide (5 mg), triphenylphosphine (5 mg) in triethylamine (50 ml) was deaerated with argon for 5 minutes. After propagyl alcohol (2.2 ml, 38.0 mmol) was added, the solution was rapidly heated to reflux under argon and conditions maintained for 17 h. On cooling, the mixture was poured into 2M sodium hydroxide (ca. 30 ml) and extracted thoroughly with ethyl acetate. Evaporation of the dried (magnesium sulphate... Reactants: C\C(=C/C(=O)OCC)\C=C\C=C(\CC\C=C(\CCC=C(C)C)/C)/C (ethyl (2E,4E,6E,10E)-3,7,11,15-tetramethyl-2,4,6,10,14-hexadecapentaenoate), [OH-].[K+] (Potassium hydroxide), ice water. Run in CC(C)O (2-propanol), CC(C)O (2-propanol). Conditions: time 5 minute. The product is C\C(=C/C(=O)O)\C=C\C=C(\CC\C=C(\CCC=C(C)C)/C)/C ((2E,4E,6E,10E)-3,7,11,15-tetramethyl-2,4,6,10,14-hexadecapentaenoic acid). Yield: 51.0%. Reaction SMILES: [OH-].[K+].[CH3:3]/[C:4](/[CH:11]=[CH:12]/[CH:13]=[C:14](\[CH3:26])/[CH2:15][CH2:16]/[CH:17]=[C:18](\[CH3:25])/[CH2:19][CH2:20][CH:21]=[C:22]([CH3:24])[CH3:23])=[CH:5]\[C:6]([O:8]CC)=[O:7]>CC(O)C>[CH3:3]/[C:4](/[CH:11]=[CH:12]/[CH:13]=[C:14](\[CH3:26])/[CH2:15][CH2:16]/[CH:17]=[C:18](\[CH3:25])/[CH2:19][CH2:20][CH:21]=[C:22]([CH3:24])[CH3:23])=[CH:5]\[C:6]([OH:8])=[O:7] |f:0.1|. Procedure: Potassium hydroxide (3.0 g) was dissolved in 20 ml of 2-propanol at 100° C. The solution was added with 2-propanol (10 ml) solution of ethyl (2E,4E,6E,10E)-3,7,11,15-tetramethyl-2,4,6,10,14-hexadecapentaenoate obtained in Example 1, and stirred at the same temperature for 5 minutes. The reaction mixture was added to ice-water and washed with n-hexane. The solution was neutralized with 10% hydrochloric acid and extracted with n-hexane. The resulting organic layer was washed with saturated brine a...